From a dataset of the Open Reaction Database (ORD), a public repository of structured organic reaction records. describe an organic reaction: reactants, conditions, products, and yield The reactants are CC(=O)c1cc(N)cc(C(C)=O)c1, Nc1nc(N)nc(Cl)n1, Cl, O. The product is CC(=O)c1cc(Nc2nc(N)nc(N)n2)cc(C(C)=O)c1. As a reaction SMILES: [C:1]([CH3:2])(=[O:3])[c:4]1[cH:5][c:6]([NH2:7])[cH:8][c:9]([C:11]([CH3:12])=[O:13])[cH:10]1.[Cl:14][c:15]1[n:16][c:17]([NH2:22])[n:18][c:19]([NH2:21])[n:20]1.[ClH:23].[OH2:24]>>[C:1]([CH3:2])(=[O:3])[c:4]1[cH:5][c:6]([NH:7][c:15]2[n:16][c:17]([NH2:22])[n:18][c:19]([NH2:21])[n:20]2)[cH:8][c:9]([C:11]([CH3:12])=[O:13])[cH:10]1. Reactants: FC=1C(=NC=C(C1)F)\C(\C)=N/O ((Z)-1-(3,5-difluoropyridin-2-yl)ethanone oxime), C(C)(=O)OC(C)=O (acetic anhydride). Reagents/catalysts: [Fe] (iron), C[Si](C)(C)Cl (TMSCl). Run in CCOCC (ether), CN(C)C=O (DMF). Reaction conditions: time 18 hour. Product: FC=1C(=NC=C(C1)F)C(=C)NC(C)=O (N-(1-(3,5-Difluoropyridin-2-yl)vinyl)acetamide). Isolated yield 18.8%. Reaction SMILES: [F:1][C:2]1[C:3](/[C:9](=[N:11]\O)/[CH3:10])=[N:4][CH:5]=[C:6]([F:8])[CH:7]=1.[C:13](OC(=O)C)(=[O:15])[CH3:14]>CN(C=O)C.CCOCC.[Fe].C[Si](Cl)(C)C>[F:1][C:2]1[C:3]([C:9]([NH:11][C:13](=[O:15])[CH3:14])=[CH2:10])=[N:4][CH:5]=[C:6]([F:8])[CH:7]=1. Procedure details: To a mixture of (Z)-1-(3,5-difluoropyridin-2-yl)ethanone oxime (Method 54, 12.5 g, 72.6 mmol), acetic anhydride (54.8 ml, 581 mmol), and iron powder (32.4 g, 581 mmol) in DMF (100 ml) was added TMSCl (0.01 ml, 0.073 mmol). The reaction mixture was stirred at room temperature for 18 hours, then diluted with ether (300 ml) and filtered through a short pad of celite. The filtrate was concentrated and the residue was partitioned between 200 ml of EtOAc and 50 ml of saturated sodium bicarbonate. The ... The reactants are [H-].[Na+] (sodium hydride), BrCC(=O)OCC (Ethyl bromoacetate), O (Water), resultant suspension, FC1=CC2=C(NC(S2)=O)C=C1[N+](=O)[O-] (6-Fluoro-5-nitro-2(3H)-benzothiazolone). The solvent is CN(C=O)C (N,N-dimethylformamide). Reaction conditions: temperature 0 celsius, time 30 minute. Yields the product C(C)OC(=O)CN1C(SC2=C1C=C(C(=C2)F)[N+](=O)[O-])=O (3-ethoxycarbonylmethyl-6-fluoro-5-nitro-2(3H)-benzothiazolone). Yield: 25.0%. As a reaction SMILES: [H-].[Na+].[F:3][C:4]1[C:13]([N+:14]([O-:16])=[O:15])=[CH:12][C:7]2[NH:8][C:9](=[O:11])[S:10][C:6]=2[CH:5]=1.Br[CH2:18][C:19]([O:21][CH2:22][CH3:23])=[O:20].O>CN(C)C=O>[CH2:22]([O:21][C:19]([CH2:18][N:8]1[C:7]2[CH:12]=[C:13]([N+:14]([O-:16])=[O:15])[C:4]([F:3])=[CH:5][C:6]=2[S:10][C:9]1=[O:11])=[O:20])[CH3:23] |f:0.1|. Reported procedure: 50% Oily sodium hydride (0.21 g) was suspended in N,N-dimethylformamide (5 ml), and the resultant suspension was cooled to 0° C. 6-Fluoro-5-nitro-2(3H)-benzothiazolone (1.0 g) was portionwise added thereto at 0° C., and the mixture was stirred at the same temperature for 30 minutes. Ethyl bromoacetate (0.86 g) was added to the reaction mixture at 0° C., and the temperature was gradually elevated to a temperature of 50° to 60° C., followed by stirring at that temperature for 3 hours. Water was ad...